This data is from the Open Reaction Database (ORD), a public repository of structured organic reaction records. The task is: describe an organic reaction: reactants, conditions, products, and yield Reactants: BrC1=C(C#N)C=CC(=C1)F (2-bromo-4-fluorobenzonitrile), O1C(=CC=C1)B(O)O (furan-2-ylboronic acid), C(=O)([O-])[O-].[Na+].[Na+] (Na2CO3). The reagents and catalysts are C=1C=CC(=CC1)/C=C/C(=O)/C=C/C2=CC=CC=C2.C=1C=CC(=CC1)/C=C/C(=O)/C=C/C2=CC=CC=C2.C=1C=CC(=CC1)/C=C/C(=O)/C=C/C2=CC=CC=C2.[Pd].[Pd] (Pd2(dba)3). Solvent: COCCOC (1,2-dimethoxyethane). The product is FC1=CC(=C(C#N)C=C1)C=1OC=CC1 (4-Fluoro-2-(furan-2-yl)benzonitrile). The yield is 35.0%. As a reaction SMILES: Br[C:2]1[CH:9]=[C:8]([F:10])[CH:7]=[CH:6][C:3]=1[C:4]#[N:5].[O:11]1[CH:15]=[CH:14][CH:13]=[C:12]1B(O)O.C([O-])([O-])=O.[Na+].[Na+]>C1C=CC(/C=C/C(/C=C/C2C=CC=CC=2)=O)=CC=1.C1C=CC(/C=C/C(/C=C/C2C=CC=CC=2)=O)=CC=1.C1C=CC(/C=C/C(/C=C/C2C=CC=CC=2)=O)=CC=1.[Pd].[Pd].COCCOC>[F:10][C:8]1[CH:7]=[CH:6][C:3]([C:4]#[N:5])=[C:2]([C:12]2[O:11][CH:15]=[CH:14][CH:13]=2)[CH:9]=1 |f:2.3.4,5.6.7.8.9|. Procedure: Following the same procedure used for AUP01158-1, AUP01160-1 was prepared from 2-bromo-4-fluorobenzonitrile (5.0 g, 25.0 mmol), furan-2-ylboronic acid (3.36 g, 30.0 mmol), Pd2(dba)3 (100 mg), 1,2-dimethoxyethane (25 mL) and 2M Na2CO3 (40 mL). The crude was purified by Combiflash chromatography (24 g column, 8 g silica., gradient of eluent from PE to PE/EtOac 9/1) to give the title compound as a light yellow solid. This solid had to be purified an ultimate time by drying under vacuum at 40° C. fo... Reactants: NC=1SC(=CC1C(=O)N)C1=C(C=C(C=C1F)C(C)(C)O)F (2-amino-5-[2,6-difluoro-4-(1-hydroxy-1-methylethyl)phenyl]thiophene-3-carboxamide), ClC1=CC=C(C(=N1)C)COCC(C)(O)C (1-[(6-chloro-2-methylpyridin-3-yl)methoxy]-2-methylpropan-2-ol). Product: FC1=C(C(=CC(=C1)C(C)(C)O)F)C1=CC(=C(S1)NC1=NC(=C(C=C1)COCC(C)(C)O)C)C(=O)N (5-[2,6-Difluoro-4-(1-hydroxy-1-methylethyl)phenyl]-2-({5-[(2-hydroxy-2-methylpropoxy)methyl]-6-methylpyridin-2-yl}amino)thiophene-3-carboxamide). Reaction SMILES: [NH2:1][C:2]1[S:3][C:4]([C:10]2[C:15]([F:16])=[CH:14][C:13]([C:17]([OH:20])([CH3:19])[CH3:18])=[CH:12][C:11]=2[F:21])=[CH:5][C:6]=1[C:7]([NH2:9])=[O:8].Cl[C:23]1[N:28]=[C:27]([CH3:29])[C:26]([CH2:30][O:31][CH2:32][C:33]([CH3:36])([OH:35])[CH3:34])=[CH:25][CH:24]=1>>[F:16][C:15]1[CH:14]=[C:13]([C:17]([OH:20])([CH3:18])[CH3:19])[CH:12]=[C:11]([F:21])[C:10]=1[C:4]1[S:3][C:2]([NH:1][C:23]2[CH:24]=[CH:25][C:26]([CH2:30][O:31][CH2:32][C:33]([OH:35])([CH3:34])[CH3:36])=[C:27]([CH3:29])[N:28]=2)=[C:6]([C:7]([NH2:9])=[O:8])[CH:5]=1. Procedure: The title compound was prepared as described in Example 1 using 2-amino-5-[2,6-difluoro-4-(1-hydroxy-1-methylethyl)phenyl]thiophene-3-carboxamide (150 mg, 0.48 mmol) and 1-[(6-chloro-2-methylpyridin-3-yl)methoxy]-2-methylpropan-2-ol (110 mg, 0.48 mmol) as starting materials.